From a dataset of the Open Reaction Database (ORD), a public repository of structured organic reaction records. describe an organic reaction: reactants, conditions, products, and yield The reactants are C(C)(C)(C)OC(N(CC(CC1=CC=CC=C1)O)CCO)=O ((2-Hydroxy-ethyl)-(2-hydroxy-3-phenyl-propyl)-carbamic acid tert-butyl ester), C1(=CC=CC=C1)P(C1=CC=CC=C1)C1=CC=CC=C1 (triphenylphosphine), CCOC(=O)/N=N/C(=O)OCC (diethylazodicarboxylate). Solvent: C1(=CC=CC=C1)C (toluene), C1(=CC=CC=C1)C (toluene). Conditions: time 8 hour. Yields the product C(C)(C)(C)OC(=O)N1CC(OCC1)CC1=CC=CC=C1 (2-Benzyl-morpholine-4-carboxylic acid tert-butyl ester). RXN SMILES: [C:1]([O:5][C:6](=[O:21])[N:7]([CH2:18][CH2:19][OH:20])[CH2:8][CH:9](O)[CH2:10][C:11]1[CH:16]=[CH:15][CH:14]=[CH:13][CH:12]=1)([CH3:4])([CH3:3])[CH3:2].C1(P(C2C=CC=CC=2)C2C=CC=CC=2)C=CC=CC=1.CCOC(/N=N/C(OCC)=O)=O>C1(C)C=CC=CC=1>[C:1]([O:5][C:6]([N:7]1[CH2:18][CH2:19][O:20][CH:9]([CH2:10][C:11]2[CH:16]=[CH:15][CH:14]=[CH:13][CH:12]=2)[CH2:8]1)=[O:21])([CH3:4])([CH3:3])[CH3:2]. Procedure details: The above compound could be made in the following manner: 1 eq. of (2-Hydroxy-ethyl)-(2-hydroxy-3-phenyl-propyl)-carbamic acid tert-butyl ester and 1.2 eq. of triphenylphosphine could be dissolved in toluene. 1.2 eq. of diethylazodicarboxylate in toluene could be added dropwise to the resulting solution at room temperature under argon atmosphere and the mixture could be stirred overnight. The solvent could be removed in vacuo and the material purified by column chromatography.